This data is from the Open Reaction Database (ORD), a public repository of structured organic reaction records. The task is: describe an organic reaction: reactants, conditions, products, and yield Reactants: ClC=1C=CC(=NC1)CC(=O)O ((5-chloropyridin-2-yl)acetic acid), NC=1C=C(C=NC1)C(=O)C1=CN(C2=C1C=NC=C2F)C(CO)C ((5-aminopyridin-3-yl)[7-fluoro-1-(2-hydroxy-1-methylethyl)-1H-pyrrolo[3,2-c]pyridin-3-yl]methanone). Product: ClC=1C=CC(=NC1)CC(=O)NC=1C=NC=C(C1)C(=O)C1=CN(C2=C1C=NC=C2F)C(CO)C (2-(5-chloropyridin-2-yl)-N-(5-{[7-fluoro-1-(1-hydroxypropan-2-yl)-1H-pyrrolo[3,2-c]pyridin-3-yl]carbonyl}pyridin-3-yl)acetamide). As a reaction SMILES: [Cl:1][C:2]1[CH:3]=[CH:4][C:5]([CH2:8][C:9]([OH:11])=O)=[N:6][CH:7]=1.[NH2:12][C:13]1[CH:14]=[C:15]([C:19]([C:21]2[C:25]3[CH:26]=[N:27][CH:28]=[C:29]([F:30])[C:24]=3[N:23]([CH:31]([CH3:34])[CH2:32][OH:33])[CH:22]=2)=[O:20])[CH:16]=[N:17][CH:18]=1>>[Cl:1][C:2]1[CH:3]=[CH:4][C:5]([CH2:8][C:9]([NH:12][C:13]2[CH:18]=[N:17][CH:16]=[C:15]([C:19]([C:21]3[C:25]4[CH:26]=[N:27][CH:28]=[C:29]([F:30])[C:24]=4[N:23]([CH:31]([CH3:34])[CH2:32][OH:33])[CH:22]=3)=[O:20])[CH:14]=2)=[O:11])=[N:6][CH:7]=1. Reported procedure: Prepared according to Method M (Example 206) using (5-chloropyridin-2-yl)acetic acid (Preparation 80) and (5-aminopyridin-3-yl)[7-fluoro-1-(2-hydroxy-1-methylethyl)-1H-pyrrolo[3,2-c]pyridin-3-yl]methanone (Enantiomer 2, Preparation 26). The residue was purified using preparative TLC eluting with 5% MeOH in EtOAc.